From a dataset of the Open Reaction Database (ORD), a public repository of structured organic reaction records. describe an organic reaction: reactants, conditions, products, and yield Starting materials: O=C(c1ncc[nH]1)c1ncc[nH]1, O=C(n1ccnc1)n1ccnc1, CC(C)=CCN, CO, ClCCl, Cl, O=C(O)Cn1ccnc1[N+](=O)[O-], [Na+], O=C([O-])O, CN(C)C=O. The product is CC(C)=CCNC(=O)Cn1ccnc1[N+](=O)[O-]. Reaction SMILES: [C:13]([c:14]1[nH:15][cH:16][cH:17][n:18]1)([c:19]1[nH:20][cH:21][cH:22][n:23]1)=[O:24].[C:37]([n:38]1[cH:39][cH:40][n:41][cH:42]1)([n:43]1[cH:44][cH:45][n:46][cH:47]1)=[O:48].[CH3:26][C:27](=[CH:28][CH2:29][NH2:30])[CH3:31].[CH3:57][OH:58].[Cl:54][CH2:55][Cl:56].[ClH:25].[N+:1](=[O:2])([O-:3])[c:4]1[n:5]([CH2:9][C:10](=[O:11])[OH:12])[cH:6][cH:7][n:8]1.[Na+:36].[O-:32][C:33]([OH:34])=[O:35].[O:49]=[CH:50][N:51]([CH3:52])[CH3:53]>>[N+:1](=[O:2])([O-:3])[c:4]1[n:5]([CH2:9][C:10](=[O:12])[NH:30][CH2:29][CH:28]=[C:27]([CH3:26])[CH3:31])[cH:6][cH:7][n:8]1. The reactants are C1(CCCCC1)C(C(=O)OCC#CCN(CC)CC1=CC=C(C=C1)OC)(C1=CC=CC=C1)O (4-[N-ethyl-(4-methoxyphenyl)methylamino]-2-butynyl α-cyclohexyl-α-hydroxybenzeneacetate), C([O-])(=O)Cl (carbonochloridate). Run in CO (methanol). Product: C1(CCCCC1)C(C(=O)OCC#CCNCC)(C1=CC=CC=C1)O (4-(ethylamino)-2-butynyl α-cyclohexyl-α-hydroxybenzeneacetate). As a reaction SMILES: [CH:1]1([C:7]([OH:33])([C:27]2[CH:32]=[CH:31][CH:30]=[CH:29][CH:28]=2)[C:8]([O:10][CH2:11][C:12]#[C:13][CH2:14][N:15](CC2C=CC(OC)=CC=2)[CH2:16][CH3:17])=[O:9])[CH2:6][CH2:5][CH2:4][CH2:3][CH2:2]1.C(Cl)(=O)[O-]>CO>[CH:27]1([C:7]([OH:33])([C:1]2[CH:6]=[CH:5][CH:4]=[CH:3][CH:2]=2)[C:8]([O:10][CH2:11][C:12]#[C:13][CH2:14][NH:15][CH2:16][CH3:17])=[O:9])[CH2:32][CH2:31][CH2:30][CH2:29][CH2:28]1. Procedure: reacting said 4-[N-ethyl-(4-methoxyphenyl)methylamino]-2-butynyl α-cyclohexyl-α-hydroxybenzeneacetate sequentially with a carbonochloridate and methanol to produce 4-(ethylamino)-2-butynyl α-cyclohexyl-α-hydroxybenzeneacetate. Reactants: CN1C(=C(C=2C=CC=CC2S1(=O)=O)O)C(=O)NC=3C=CC=CN3 (piroxicam), C([O-])([O-])=O.[K+].[K+] (potassium carbonate), BrC1OC(=O)C2=CC=CC=C12 (3-bromophthalide), CC(=O)C (acetone). Solvent: C(Cl)Cl (methylene chloride), O (water), C1(=CC=CC=C1)C (toluene). Yields the product C1(=O)OC(C2=CC=CC=C12)OC1=C(N(S(C2=C1C=CC=C2)(=O)=O)C)C(=O)NC2=NC=CC=C2 (4-(3-Phthalidyloxy)-2-methyl-N-(2-pyridyl)-2H-1,2-benzothiazine-3-carboxamide 1,1-Dioxide). RXN SMILES: [CH3:1][N:2]1[S:11](=[O:13])(=[O:12])[C:10]2[CH:9]=[CH:8][CH:7]=[CH:6][C:5]=2[C:4]([OH:14])=[C:3]1[C:15]([NH:17][C:18]1[CH:19]=[CH:20][CH:21]=[CH:22][N:23]=1)=[O:16].C(=O)([O-])[O-].[K+].[K+].Br[CH:31]1[C:40]2[C:35](=[CH:36][CH:37]=[CH:38][CH:39]=2)[C:33](=[O:34])[O:32]1.CC(C)=O>C1(C)C=CC=CC=1.C(Cl)Cl.O>[C:33]1([C:35]2[C:40](=[CH:39][CH:38]=[CH:37][CH:36]=2)[CH:31]([O:14][C:4]2[C:5]3[CH:6]=[CH:7][CH:8]=[CH:9][C:10]=3[S:11](=[O:13])(=[O:12])[N:2]([CH3:1])[C:3]=2[C:15]([NH:17][C:18]2[CH:19]=[CH:20][CH:21]=[CH:22][N:23]=2)=[O:16])[O:32]1)=[O:34] |f:1.2.3|. Procedure details: To a round bottomed flask equipped with a reflux condenser and a stirring bar were added piroxicam (3.00 g, 9.1 mmol), potassium carbonate (2.50 g, 18.2 mmol), 3-bromophthalide (prepared according to U.K. Pat. No. 1,364,672; 2.51 g, 11.8 mmol) and acetone (45 mL). The heterogenous reaction mixture was heated to reflux under a nitrogen atmosphere. After 0.5 hour the solvent was removed in vacuo leaving a brown residue which was treated with water (200 mL) and methylene chloride (200 mL). The orga... Starting materials: Cl (HCl), C(=O)N1CCN(CCN(CCN(CC1)CC(=O)OC(C)(C)C)C(C(=O)OC(C)C)CCC(C(=O)OC(C)C)N1CCN(CCN(CCN(CC1)CC(=O)OC(C)(C)C)C=O)CC(=O)OC(C)(C)C)CC(=O)OC(C)(C)C (Diisopropyl 2,5-bis[7-formyl-4,10-di-tertbutoxycarbonylmethyl-1,4,7,10-tetraazacyclododecan-1-yl]hexan-1,6-dioate), [Li+].[OH-] (LiOH), O (water). Run in C(C)O (ethanol). Reaction conditions: temperature 100 celsius, time 18 hour. The product is C(=O)(O)CN1CCN(CCN(CCNCC1)CC(=O)O)C(C(=O)O)CCC(C(=O)O)N1CCN(CCNCCN(CC1)CC(=O)O)CC(=O)O (2,5-Bis[4,10-dicarboxymethyl-1,4,7,10-tetraazacyclododecan-1-yl]hexan-1,6-dioic acid). Reaction SMILES: C([N:3]1[CH2:14][CH2:13][N:12]([CH2:15][C:16]([O:18]C(C)(C)C)=[O:17])[CH2:11][CH2:10][N:9]([CH:23]([CH2:30][CH2:31][CH:32]([N:39]2[CH2:50][CH2:49][N:48]([CH2:51][C:52]([O:54]C(C)(C)C)=[O:53])[CH2:47][CH2:46][N:45](C=O)[CH2:44][CH2:43][N:42]([CH2:61][C:62]([O:64]C(C)(C)C)=[O:63])[CH2:41][CH2:40]2)[C:33]([O:35]C(C)C)=[O:34])[C:24]([O:26]C(C)C)=[O:25])[CH2:8][CH2:7][N:6]([CH2:69][C:70]([O:72]C(C)(C)C)=[O:71])[CH2:5][CH2:4]1)=O.O.[Li+].[OH-].Cl>C(O)C>[C:52]([CH2:51][N:48]1[CH2:47][CH2:46][NH:45][CH2:44][CH2:43][N:42]([CH2:61][C:62]([OH:64])=[O:63])[CH2:41][CH2:40][N:39]([CH:32]([CH2:31][CH2:30][CH:23]([N:9]2[CH2:8][CH2:7][N:6]([CH2:69][C:70]([OH:72])=[O:71])[CH2:5][CH2:4][NH:3][CH2:14][CH2:13][N:12]([CH2:15][C:16]([OH:18])=[O:17])[CH2:11][CH2:10]2)[C:24]([OH:26])=[O:25])[C:33]([OH:35])=[O:34])[CH2:50][CH2:49]1)([OH:54])=[O:53] |f:2.3|. Procedure: In a 250 mL RB flask the ester of Example 4 (1.77 g, 1.63 mmol) was dissolved in ethanol (30 ml) and water was added until the solution turned slightly turbid. The temperature was elevated to 100° C. and 1N LiOH (13 mL) was added. After maintaining the mixture at 100° C. for 7 hours, the reaction was stirred at 50° C. for a further 18 hours. The solution was adjusted to pH 0.5 with 5N HCl (aq), and the mixture was refluxed for 1.5 hours and stirred at ambient temperature for an additional 18 hou... Reactants: O (water), ClC=1C=CC(=C2CN(C(C12)=O)C(C)C)N1C(NC(=CC1=O)C(F)(F)F)=O (3-[7-chloro-2-(1-methylethyl)-isoindolin-1-on-4-yl]-6-trifluoromethyl-2,4(1H,3H)-pyrimidinedione), C([O-])([O-])=O.[K+].[K+] (potassium carbonate), CI (methyl iodide). Solvent: CN(C)C=O (DMF). Reaction conditions: time 18 hour. The product is ClC=1C=CC(=C2CN(C(C12)=O)C(C)C)N1C(N(C(=CC1=O)C(F)(F)F)C)=O (3-[7-chloro-2-(1-methylethyl)isoindolin-1-on-4-yl]-1-methyl-6-trifluoromethyl-2,4(1H,3H)-pyrimidinedione). Isolated yield 70.3%. RXN SMILES: [Cl:1][C:2]1[CH:3]=[CH:4][C:5]([N:15]2[C:20](=[O:21])[CH:19]=[C:18]([C:22]([F:25])([F:24])[F:23])[NH:17][C:16]2=[O:26])=[C:6]2[C:10]=1[C:9](=[O:11])[N:8]([CH:12]([CH3:14])[CH3:13])[CH2:7]2.[C:27](=O)([O-])[O-].[K+].[K+].CI.O>CN(C=O)C>[Cl:1][C:2]1[CH:3]=[CH:4][C:5]([N:15]2[C:20](=[O:21])[CH:19]=[C:18]([C:22]([F:25])([F:24])[F:23])[N:17]([CH3:27])[C:16]2=[O:26])=[C:6]2[C:10]=1[C:9](=[O:11])[N:8]([CH:12]([CH3:13])[CH3:14])[CH2:7]2 |f:1.2.3|. Procedure details: A solution of 0.90 gram (0.0023 mole) of 3-[7-chloro-2-(1-methylethyl)-isoindolin-1-on-4-yl]-6-trifluoromethyl-2,4(1H,3H)-pyrimidinedione, 0.42 gram (0.0030 mole) of potassium carbonate, and 0.45 gram (0.0030 mole) of methyl iodide in 60 mL of DMF was stirred at 25 C. for about 18 hours. The reaction mixture was then poured into water and extracted with diethyl ether. The organic layer was dried with magnesium sulfate, filtered, and concentrated under reduced pressure to a residue. The residue w...